Dataset: the Open Reaction Database (ORD), a public repository of structured organic reaction records. Task: describe an organic reaction: reactants, conditions, products, and yield Reactants: CCCC[Sn](CCCC)(CCCC)c1ccncc1, CCOC(C)=O, Cc1ccc(S(=O)(=O)n2cc(I)c3c(NC4CC4)nc(Cl)nc32)cc1, C1COCCO1, O, c1ccc(P(c2ccccc2)(c2ccccc2)[Pd](P(c2ccccc2)(c2ccccc2)c2ccccc2)(P(c2ccccc2)(c2ccccc2)c2ccccc2)P(c2ccccc2)(c2ccccc2)c2ccccc2)cc1. Yields the product Cc1ccc(S(=O)(=O)n2cc(-c3ccncc3)c3c(NC4CC4)nc(Cl)nc32)cc1. RXN SMILES: [CH2:26]([Sn:27]([CH2:28][CH2:29][CH2:30][CH3:37])([c:31]1[cH:32][cH:33][n:34][cH:35][cH:36]1)[CH2:38][CH2:39][CH2:40][CH3:41])[CH2:42][CH2:43][CH3:44].[CH3:46][CH2:47][O:48][C:49]([CH3:50])=[O:51].[Cl:1][c:2]1[n:3][c:4]([NH:22][CH:23]2[CH2:24][CH2:25]2)[c:5]2[c:6]([n:7]1)[n:8]([S:12](=[O:13])(=[O:14])[c:15]1[cH:16][cH:17][c:18]([CH3:19])[cH:20][cH:21]1)[cH:9][c:10]2[I:11].[O:52]1[CH2:53][CH2:54][O:55][CH2:56][CH2:57]1.[OH2:45].[cH:58]1[cH:59][cH:60][c:61]([P:62]([Pd:63]([P:64]([c:65]2[cH:66][cH:67][cH:68][cH:69][cH:70]2)([c:71]2[cH:72][cH:73][cH:74][cH:75][cH:76]2)[c:77]2[cH:78][cH:79][cH:80][cH:81][cH:82]2)([P:83]([c:84]2[cH:85][cH:86][cH:87][cH:88][cH:89]2)([c:90]2[cH:91][cH:92][cH:93][cH:94][cH:95]2)[c:96]2[cH:97][cH:98][cH:99][cH:100][cH:101]2)[P:102]([c:103]2[cH:104][cH:105][cH:106][cH:107][cH:108]2)([c:109]2[cH:110][cH:111][cH:112][cH:113][cH:114]2)[c:115]2[cH:116][cH:117][cH:118][cH:119][cH:120]2)([c:121]2[cH:122][cH:123][cH:124][cH:125][cH:126]2)[c:127]2[cH:128][cH:129][cH:130][cH:131][cH:132]2)[cH:133][cH:134]1>>[Cl:1][c:2]1[n:3][c:4]([NH:22][CH:23]2[CH2:24][CH2:25]2)[c:5]2[c:6]([n:7]1)[n:8]([S:12](=[O:13])(=[O:14])[c:15]1[cH:16][cH:17][c:18]([CH3:19])[cH:20][cH:21]1)[cH:9][c:10]2-[c:31]1[cH:32][cH:33][n:34][cH:35][cH:36]1. The reactants are COC(C=1C=C(C=C(C1)C)C(C#N)C1=NC(=NC(=C1C(C)C)OC)OC)OC ((3-dimethoxymethyl-5-methyl-phenyl)-(5-isopropyl-2,6-dimethoxy-pyrimidin-4-yl)-acetonitrile), [H-].[Na+] (sodium hydride), CN(C)C=O (DMF). Run at time 20 minute. Product: COC(C=1C=C(C=C(C1)C)C(=O)C1=NC(=NC(=C1C(C)C)OC)OC)OC ((3-Dimethoxymethyl-5-methyl-phenyl)-(5-isopropyl-2,6-dimethoxy-pyrimidin-4-yl)-methanone). Isolated yield 98.0%. Reaction SMILES: [CH3:1][O:2][CH:3]([O:27][CH3:28])[C:4]1[CH:5]=[C:6]([CH:11]([C:14]2[C:19]([CH:20]([CH3:22])[CH3:21])=[C:18]([O:23][CH3:24])[N:17]=[C:16]([O:25][CH3:26])[N:15]=2)C#N)[CH:7]=[C:8]([CH3:10])[CH:9]=1.[H-].[Na+].CN(C=[O:35])C>>[CH3:1][O:2][CH:3]([O:27][CH3:28])[C:4]1[CH:5]=[C:6]([C:11]([C:14]2[C:19]([CH:20]([CH3:22])[CH3:21])=[C:18]([O:23][CH3:24])[N:17]=[C:16]([O:25][CH3:26])[N:15]=2)=[O:35])[CH:7]=[C:8]([CH3:10])[CH:9]=1 |f:1.2|. Procedure: To a stirred solution of (3-dimethoxymethyl-5-methyl-phenyl)-(5-isopropyl-2,6-dimethoxy-pyrimidin-4-yl)-acetonitrile (3.4 g, 8.8 mmol) in anhydrous DMF (36 ml) at room temperature under nitrogen atmosphere, was added 60% sodium hydride (0.423 g, 10.6 mmol). After 20 min., oxygen was bubbled into the mixture for 3 hr. The mixture was then partitioned between ether and water, The ether layer was taken, washed with water twice, dried with anhydrous magnesium sulfate, filtered, and evaporated in vac... The reactants are C(C)OCC (diethyl ether), ClC=1C=CC(=C(C(=O)C2=CC=CC=C2)C1)N1C(=NN=C1C)CNC([C@@H](NC(=O)OCC1=CC=CC=C1)CC1=CC=CC=C1)=O (5-chloro-2-{[(N-benzyloxycarbonyl-L-phenylalanyl)aminomethyl]-5-methyl-4H-1,2,4-triazol-4-yl}benzophenone), solution, Br (hydrogen bromide). Run in C(C)(=O)O (acetic acid). Product: Br.Br.ClC=1C=CC(=C(C(=O)C2=CC=CC=C2)C1)N1C(=NN=C1C)CNC([C@@H](N)CC1=CC=CC=C1)=O (5-chloro-2-[3-(L-phenylalanylaminomethyl)-5-methyl-4H-1,2,4-triazol-4-yl]benzophenone dihydrobromide). Yield: 79.0%. Reaction SMILES: [Cl:1][C:2]1[CH:3]=[CH:4][C:5]([N:16]2[C:20]([CH3:21])=[N:19][N:18]=[C:17]2[CH2:22][NH:23][C:24](=[O:44])[C@H:25]([CH2:37][C:38]2[CH:43]=[CH:42][CH:41]=[CH:40][CH:39]=2)[NH:26]C(OCC2C=CC=CC=2)=O)=[C:6]([CH:15]=1)[C:7]([C:9]1[CH:14]=[CH:13][CH:12]=[CH:11][CH:10]=1)=[O:8].[BrH:45].C(OCC)C>C(O)(=O)C>[BrH:45].[BrH:45].[Cl:1][C:2]1[CH:3]=[CH:4][C:5]([N:16]2[C:20]([CH3:21])=[N:19][N:18]=[C:17]2[CH2:22][NH:23][C:24](=[O:44])[C@H:25]([CH2:37][C:38]2[CH:39]=[CH:40][CH:41]=[CH:42][CH:43]=2)[NH2:26])=[C:6]([CH:15]=1)[C:7]([C:9]1[CH:10]=[CH:11][CH:12]=[CH:13][CH:14]=1)=[O:8] |f:4.5.6|. Procedure: 0.50 g of 5-chloro-2-{[(N-benzyloxycarbonyl-L-phenylalanyl)aminomethyl]-5-methyl-4H-1,2,4-triazol-4-yl}benzophenone was treated with a 35% solution of hydrogen bromide in glacial acetic acid for 1 hour. Dry diethyl ether was then added and the separated solid was filtered off, washed with ether and dried in vacuo. The crude product was purified by precipitation from methanol/ethyl acetate. There was obtained 0.36 g (79%) of 5-chloro-2-[3-(L-phenylalanylaminomethyl)-5-methyl-4H-1,2,4-triazol-4-yl...